From a dataset of the Open Reaction Database (ORD), a public repository of structured organic reaction records. describe an organic reaction: reactants, conditions, products, and yield Reactants: N=1C=CN2C1C=CC=C2SCCCCN2C(N1C(S(CCC1)(=O)=O)=C(C2=O)CC2=CC=CC=C2)=O (7-[4-(imidazo[1,2-a]pyridin-5-ylthio)butyl]-1,1-dioxo-9-benzyl-3,4-dihydro-2H,6H-pyrimido[6,1-b][1,3]thiazine-6,8(7H)-dione), Cl (hydrochloric acid). Run in CO (methanol). The product is Cl.N=1C=CN2C1C=CC=C2SCCCCN2C(N1C(S(CCC1)(=O)=O)=C(C2=O)CC2=CC=CC=C2)=O (7-[4-(imidazo[1,2-a]pyridin-5-ylthio)-butyl]-9-benzyl-1,1-dioxo-3,4-dihydro-2H,6H-pyrimido[6,1-b][1,3]thiazine-6,8(7H)-dione hydrochloride). RXN SMILES: [N:1]1[CH:2]=[CH:3][N:4]2[C:9]([S:10][CH2:11][CH2:12][CH2:13][CH2:14][N:15]3[C:26](=[O:27])[C:25]([CH2:28][C:29]4[CH:34]=[CH:33][CH:32]=[CH:31][CH:30]=4)=[C:18]4[S:19](=[O:24])(=[O:23])[CH2:20][CH2:21][CH2:22][N:17]4[C:16]3=[O:35])=[CH:8][CH:7]=[CH:6][C:5]=12.[ClH:36]>CO>[ClH:36].[N:1]1[CH:2]=[CH:3][N:4]2[C:9]([S:10][CH2:11][CH2:12][CH2:13][CH2:14][N:15]3[C:26](=[O:27])[C:25]([CH2:28][C:29]4[CH:34]=[CH:33][CH:32]=[CH:31][CH:30]=4)=[C:18]4[S:19](=[O:24])(=[O:23])[CH2:20][CH2:21][CH2:22][N:17]4[C:16]3=[O:35])=[CH:8][CH:7]=[CH:6][C:5]=12 |f:3.4|. Procedure: To a solution of 1.95 g (3.91 mmol) of 7-[4-(imidazo[1,2-a]pyridin-5-ylthio)butyl]-1,1-dioxo-9-benzyl-3,4-dihydro-2H,6H-pyrimido[6,1-b][1,3]thiazine-6,8(7H)-dione in 20 ml of methanol, 0.5 ml (6 mmol) of concentrated hydrochloric acid was added. After the reaction mixture was concentrated to dryness, diethyl ether was added to the residue. The resulting crystal was collected by filtration and dried to yield 1.90 g (90.8%, light white crystal) of the desired product. Yields the product OC(CCC)C1=C(C(=C(C=2C(COC21)C2=CC=C(C=C2)C(C)C)C)NC(CC(C)(C)C)=O)C (N-(7-(1-Hydroxybutyl)-3-(4-isopropylphenyl)-4,6-dimethyl-2,3-dihydro-1-benzofuran-5-yl)-3,3-dimethylbutanamide). Yield: 25.7%. Reaction conditions: time 1 hour. Reported procedure: To propylmagnesium chloride (2.0 M, THF solution 10.0 mL, 20.0 mmol) was added N-(7-formyl-3-(4-isopropylphenyl)-4,6-dimethyl-2,3-dihydro-1-benzofuran-5-yl)-3,3-dimethylbutanamide (2.2 g, 5.40 mmol) obtained in Example 20 at 0° C. and the reaction solution was stirred at the same temperature for 1 hour. The reaction solution was added to water and the product was extracted with ethyl acetate. The organic layer was washed with water and 1 N hydrochloric acid, dried over anhydrous sodium sulfate, ... Starting materials: C(CC)[Mg]Cl (propylmagnesium chloride), C(=O)C1=C(C(=C(C=2C(COC21)C2=CC=C(C=C2)C(C)C)C)NC(CC(C)(C)C)=O)C (N-(7-formyl-3-(4-isopropylphenyl)-4,6-dimethyl-2,3-dihydro-1-benzofuran-5-yl)-3,3-dimethylbutanamide). As a reaction SMILES: [CH2:1]([Mg]Cl)[CH2:2][CH3:3].[CH:6]([C:8]1[C:16]2[O:15][CH2:14][CH:13]([C:17]3[CH:22]=[CH:21][C:20]([CH:23]([CH3:25])[CH3:24])=[CH:19][CH:18]=3)[C:12]=2[C:11]([CH3:26])=[C:10]([NH:27][C:28](=[O:34])[CH2:29][C:30]([CH3:33])([CH3:32])[CH3:31])[C:9]=1[CH3:35])=[O:7]>O>[OH:7][CH:6]([C:8]1[C:16]2[O:15][CH2:14][CH:13]([C:17]3[CH:22]=[CH:21][C:20]([CH:23]([CH3:25])[CH3:24])=[CH:19][CH:18]=3)[C:12]=2[C:11]([CH3:26])=[C:10]([NH:27][C:28](=[O:34])[CH2:29][C:30]([CH3:33])([CH3:32])[CH3:31])[C:9]=1[CH3:35])[CH2:1][CH2:2][CH3:3]. Solvent: O (water).